Dataset: the Open Reaction Database (ORD), a public repository of structured organic reaction records. Task: describe an organic reaction: reactants, conditions, products, and yield Reactants: solid, Cl.Cl.Cl.O1CCC=2C(=NC=CC21)N2CCN(CC2)CC[C@@H]2CC[C@H](CC2)N (trans-4-{2-[4-(2,3-dihydrofuro[3,2-c]pyridin-4-yl)-piperazin-1-yl]-ethyl}-cyclohexanamine trihydrochloride), Cl.Cl.Cl.O1CCC=2C(=NC=CC21)N2CCN(CC2)CC[C@@H]2CC[C@H](CC2)N (trans-4-{2-[4-(2,3-dihydrofuro[3,2-c]pyridin-4-yl)-piperazin-1-yl]-ethyl}-cyclohexanamine trihydrochloride), COC(CC(=O)OC)OC (methyl 3,3-dimethoxy-propanoate). Yields the product O1CCC=2C(=NC=CC21)N2CCN(CC2)CC[C@@H]2CC[C@H](CC2)NC(CC(OC)OC)=O (trans-N-(4-{2-[4-(2,3-Dihydro-furo[3,2-c]pyridin-4-yl)-piperazin-1-yl]-ethyl}-cyclohexyl)-3,3-dimethoxy-propionamide). RXN SMILES: Cl.Cl.Cl.[O:4]1[C:12]2[CH:11]=[CH:10][N:9]=[C:8]([N:13]3[CH2:18][CH2:17][N:16]([CH2:19][CH2:20][C@H:21]4[CH2:26][CH2:25][C@H:24]([NH2:27])[CH2:23][CH2:22]4)[CH2:15][CH2:14]3)[C:7]=2[CH2:6][CH2:5]1.[CH3:28][O:29][CH:30]([O:36][CH3:37])[CH2:31][C:32](OC)=[O:33]>>[O:4]1[C:12]2[CH:11]=[CH:10][N:9]=[C:8]([N:13]3[CH2:18][CH2:17][N:16]([CH2:19][CH2:20][C@H:21]4[CH2:26][CH2:25][C@H:24]([NH:27][C:32](=[O:33])[CH2:31][CH:30]([O:36][CH3:37])[O:29][CH3:28])[CH2:23][CH2:22]4)[CH2:15][CH2:14]3)[C:7]=2[CH2:6][CH2:5]1 |f:0.1.2.3|. Reported procedure: The title compound, white solid (101 mg, 91%), MS (ISP) m/z=447.4 [(M+H)+], mp 220° C., was prepared in accordance with the general method of example 2 from trans-4-{2-[4-(2,3-dihydrofuro[3,2-c]pyridin-4-yl)-piperazin-1-yl]-ethyl}-cyclohexanamine trihydrochloride (intermediate C) (110 mg, 0.25 mmol) and methyl 3,3-dimethoxy-propanoate. Starting materials: Cl.P(=O)(O)(O)C1(C=C2C=CCNC2=C1)C(=O)O (dihydro-6-phosphono-1-pyrindine-6-carboxylic acid hydrochloride). The reagents and catalysts are O=[Pt]=O (PtO2). Solvent: O (H2O). The product is P(=O)(O)(O)C1(CC2CCCNC2C1)C(=O)O (octahydro-6-phosphono-1-pyrindine-6-carboxylic acid). As a reaction SMILES: Cl.[P:2]([C:6]1([C:15]([OH:17])=[O:16])[CH:14]=[C:13]2[C:8]([CH:9]=[CH:10][CH2:11][NH:12]2)=[CH:7]1)([OH:5])([OH:4])=[O:3]>O.O=[Pt]=O>[P:2]([C:6]1([C:15]([OH:17])=[O:16])[CH2:14][CH:13]2[CH:8]([CH2:9][CH2:10][CH2:11][NH:12]2)[CH2:7]1)([OH:4])([OH:5])=[O:3] |f:0.1|. Reported procedure: 1.0 g of dihydro-6-phosphono-1-pyrindine-6-carboxylic acid hydrochloride (Example 31) in 50 ml of H2O with 0.5 g of PtO2 is hydrogenated on a Parr apparatus at 40 PSI and 50° for 3 days. The catalyst is filtered off, and the filtrate is taken to dryness under vacuum. The resulting solid is taken up in the minimum amount of water, and precipitated by slow addition of ethanol to give octahydro-6-phosphono-1-pyrindine-6-carboxylic acid.